From a dataset of the Open Reaction Database (ORD), a public repository of structured organic reaction records. describe an organic reaction: reactants, conditions, products, and yield Reactants: CC(=O)O, CC(C)c1cc(CS(=O)(=O)Cl)on1, O=C1N(c2ccc(OC(F)(F)F)cc2)CCC12CCNCC2. Product: CC(C)c1cc(CS(=O)(=O)N2CCC3(CCN(c4ccc(OC(F)(F)F)cc4)C3=O)CC2)on1. As a reaction SMILES: [C:1]([OH:2])(=[O:3])[CH3:4].[CH:27]([CH3:28])([CH3:29])[c:30]1[n:31][o:32][c:33]([CH2:35][S:36](=[O:37])(=[O:38])[Cl:39])[cH:34]1.[F:5][C:6]([O:7][c:8]1[cH:9][cH:10][c:11]([N:14]2[C:15](=[O:24])[C:16]3([CH2:17][CH2:18]2)[CH2:19][CH2:20][NH:21][CH2:22][CH2:23]3)[cH:12][cH:13]1)([F:25])[F:26]>>[F:5][C:6]([O:7][c:8]1[cH:9][cH:10][c:11]([N:14]2[C:15](=[O:24])[C:16]3([CH2:17][CH2:18]2)[CH2:19][CH2:20][N:21]([S:36]([CH2:35][c:33]2[o:32][n:31][c:30]([CH:27]([CH3:28])[CH3:29])[cH:34]2)(=[O:37])=[O:38])[CH2:22][CH2:23]3)[cH:12][cH:13]1)([F:25])[F:26]. Reactants: CC(C)(C)N, CC(C)c1cc(C=Cc2ccccc2OCC2CO2)on1. Product: CC(C)c1cc(C=Cc2ccccc2OCC(O)CNC(C)(C)C)on1. As a reaction SMILES: [C:22]([CH3:23])([CH3:24])([CH3:25])[NH2:26].[CH:1]([CH3:2])([CH3:3])[c:4]1[n:5][o:6][c:7]([CH:9]=[CH:10][c:11]2[c:12]([O:17][CH2:18][CH:19]3[CH2:20][O:21]3)[cH:13][cH:14][cH:15][cH:16]2)[cH:8]1>>[CH:1]([CH3:2])([CH3:3])[c:4]1[n:5][o:6][c:7]([CH:9]=[CH:10][c:11]2[c:12]([O:17][CH2:18][CH:19]([CH2:20][NH:26][C:22]([CH3:23])([CH3:24])[CH3:25])[OH:21])[cH:13][cH:14][cH:15][cH:16]2)[cH:8]1. Starting materials: [NH4+].[Cl-] (NH4Cl), C(CCC)[Li] (butyllithium), C(CC)[C@@H]1CC[C@H](CC1)C1=CC(=C(C=C1)C1=CC=C(C=C1)Br)F (4-(trans-4-n-propylcyclohexyl)-2-fluoro-4'-bromobiphenyl), BrC1=CC(=C(C(=C1)F)F)F (1-bromo-3,4,5-trifluorobenzene). The reagents and catalysts are [Zn+2].[Br-].[Br-] (ZnBr2). Run in C1CCOC1 (THF), C1CCOC1 (THF), C1CCOC1 (THF), Cl[Pd]Cl.C1=CC=C(C=C1)P([C-]2C=CC=C2)C3=CC=CC=C3.C1=CC=C(C=C1)P([C-]2C=CC=C2)C3=CC=CC=C3.[Fe+2] (PdCl2 dppf). Run at time 24 hour. The product is C(CC)[C@@H]1CC[C@H](CC1)C1=CC(=C(C=C1)C=1C(=CC=CC1)C1=CC(=C(C(=C1)F)F)F)F (4"-(trans-4-n-Propylcyclohexyl)-2",3,4,5-tetrafluoroterphenyl). RXN SMILES: C([Li])CCC.[CH2:6]([C@H:9]1[CH2:14][CH2:13][C@H:12]([C:15]2[CH:20]=[CH:19][C:18]([C:21]3[CH:26]=[CH:25][C:24](Br)=[CH:23][CH:22]=3)=[C:17]([F:28])[CH:16]=2)[CH2:11][CH2:10]1)[CH2:7][CH3:8].Br[C:30]1[CH:35]=[C:34]([F:36])[C:33]([F:37])=[C:32]([F:38])[CH:31]=1.[NH4+].[Cl-]>C1COCC1.Cl[Pd]Cl.C1C=CC(P(C2C=CC=CC=2)[C-]2C=CC=C2)=CC=1.C1C=CC(P(C2C=CC=CC=2)[C-]2C=CC=C2)=CC=1.[Fe+2].[Zn+2].[Br-].[Br-]>[CH2:6]([C@H:9]1[CH2:14][CH2:13][C@H:12]([C:15]2[CH:20]=[CH:19][C:18]([C:21]3[C:26]([C:30]4[CH:35]=[C:34]([F:36])[C:33]([F:37])=[C:32]([F:38])[CH:31]=4)=[CH:25][CH:24]=[CH:23][CH:22]=3)=[C:17]([F:28])[CH:16]=2)[CH2:11][CH2:10]1)[CH2:7][CH3:8] |f:3.4,6.7.8.9,10.11.12|. Procedure details: 25 ml of butyllithium (15% in hexane) are added dropwise at -70° C. to a solution of 15 g of 4-(trans-4-n-propylcyclohexyl)-2-fluoro-4'-bromobiphenyl in 50 ml of THF and a cooled solution of 4.5 g of ZnBr2 in 25 ml of THF is added after 30 min. After addition of 8.5 g of 1-bromo-3,4,5-trifluorobenzene in 75 ml of THF and 0.6 g of PdCl2 -dppf, the mixture is allowed to come to room temperature. After stirring for 24 h, the mixture is poured into 100 ml of saturated NH4Cl solution and worked up as... Reactants: Br (HBr), Br.CC(=O)O (HBr AcOH), C1(=CC=C(C=C1)S(=O)(=O)N1CC=2C=CC=C(CN(CCN(CC1)S(=O)(=O)C1=CC=C(C=C1)C)S(=O)(=O)C1=CC=C(C=C1)C)N2)C (3,6,9-tris(p-tolylsulfonyl)-3,6,9,15-tetraazabicyclo[9.3.1]pentadeca-1(15),11,13-triene). Run in CC(=O)O (AcOH), CC(=O)O (AcOH). Conditions: time 72 hour. The product is Br (HBr), C1=2CNCCNCCNCC(=CC=C1)N2 (3,6,9,15-tetraazabicyclo[9.3.1]pentadeca-1(15),11,13-triene). The yield is 71.0%. Reaction SMILES: [BrH:1].Br.CC(O)=O.C1(C)C=CC(S([N:16]2[CH2:29][CH2:28][N:27](S(C3C=CC(C)=CC=3)(=O)=O)[CH2:26][CH2:25][N:24](S(C3C=CC(C)=CC=3)(=O)=O)[CH2:23][C:22]3[N:50]=[C:18]([CH:19]=[CH:20][CH:21]=3)[CH2:17]2)(=O)=O)=CC=1>CC(O)=O>[BrH:1].[C:18]12[CH:19]=[CH:20][CH:21]=[C:22]([N:50]=1)[CH2:23][NH:24][CH2:25][CH2:26][NH:27][CH2:28][CH2:29][NH:16][CH2:17]2 |f:1.2|. Reported procedure: A solution of HBr and AcOH was prepared by mixing 48% HBr and glacial AcOH in a 64.35 ratio. To 112 mL of the HBr/AcOH mixture was added 5.5 g (8.2 mmol) of 3,6,9-tris(p-tolylsulfonyl)-3,6,9,15-tetraazabicyclo[9.3.1]pentadeca-1(15),11,13-triene (prepared by the procedure of Example B) and the reaction mixture was heated at mild reflux with constant stirring for 72 hrs. The reaction mixture was then cooled to room temperature and concentrated to approximately 1/10 of the original volume. The rema...